From a dataset of the Open Reaction Database (ORD), a public repository of structured organic reaction records. describe an organic reaction: reactants, conditions, products, and yield Run at temperature 0 celsius. Reaction SMILES: C[O:2]C1(F)O[C:6]([C:12]([F:15])([F:14])[F:13])([C:8]([F:11])([F:10])[F:9])[O:5]O1.CSC>[Cl-].[Na+].O>[OH2:2].[OH2:2].[OH2:2].[F:9][C:8]([F:11])([F:10])[C:6]([C:12]([F:15])([F:14])[F:13])=[O:5] |f:2.3.4,5.6.7.8|. The reactants are COC1(OOC(O1)(C(F)(F)F)C(F)(F)F)F (1-fluoro-4,4-bis(trifluoromethyl)-2,3,5-trioxolanyl methyl ether), CSC (dimethyl sulfide). Procedure details: 100 g (0.38 mol) of 1-fluoro-4,4-bis(trifluoromethyl)-2,3,5-trioxolanyl methyl ether (purity: 98%) was charged in a 500-ml five-necked flask. While performing nitrogen bubbling, brine at −20° C. was passed through a Dimroth condenser. While stirring at a reaction temperature of −20° C., 23.4 g (0.38 mol) of dimethyl sulfide was added dropwise using a dropping funnel over 30 minutes. The gas obtained by the reaction was collected by a water trap cooled with ice water to 0° C., and the obtained aq... Solvent: [Cl-].[Na+].O (brine). The product is O.O.O.FC(C(=O)C(F)(F)F)(F)F (hexafluoroacetone trihydrate). Isolated yield 264.8%. Reactants: CC(=O)n1ncc2sc(Br)cc21, O=C([O-])[O-], C1COCCO1, CCOC(C)=O, [K+], [K+]. Yields the product Brc1cc2[nH]ncc2s1. Reaction SMILES: [Br:1][c:2]1[cH:3][c:4]2[n:5]([C:10](=[O:11])[CH3:12])[n:6][cH:7][c:8]2[s:9]1.[C:19](=[O:20])([O-:21])[O-:22].[CH2:13]1[O:14][CH2:15][CH2:16][O:17][CH2:18]1.[CH3:25][CH2:26][O:27][C:28](=[O:29])[CH3:30].[K+:23].[K+:24]>>[Br:1][c:2]1[cH:3][c:4]2[nH:5][n:6][cH:7][c:8]2[s:9]1. The reactants are C12C(CC(C=C1)C2)CNS(=O)(=O)CCC (N-(bicyclo(2.2.1)hept-5-ene-2-ylmethyl) propanesulfonamide), trimethylsilyl ester, C12(C=CC(CC1)C2)C(=O)O (norbornene carboxylic acid), (CH3C6H4)Ni(PhF5)2, imidoacetic acid, Sulfonic acid. The solvent is O1CCCC1 (tetrahydrofuran), C1(=CC=CC=C1)C (toluene), C1(=CC=CC=C1)C (toluene). Conditions: time 6 hour. The product is C12C(CC(C=C1)C2)CNS(=O)(=O)CCC.C12(C=CC(CC1)C2)C(=O)O (N-(bicyclo(2.2.1)hept-5-ene-2-ylmethyl) Propanesulfonamide norbornene Carboxylic Acid). As a reaction SMILES: [CH:1]12[CH2:7][CH:4]([CH:5]=[CH:6]1)[CH2:3][CH:2]2[CH2:8][NH:9][S:10]([CH2:13][CH2:14][CH3:15])(=[O:12])=[O:11].[C:16]12([C:23]([OH:25])=[O:24])[CH2:22][CH:19]([CH2:20][CH2:21]1)[CH:18]=[CH:17]2>C1(C)C=CC=CC=1.O1CCCC1>[CH:1]12[CH2:7][CH:4]([CH:5]=[CH:6]1)[CH2:3][CH:2]2[CH2:8][NH:9][S:10]([CH2:13][CH2:14][CH3:15])(=[O:12])=[O:11].[C:16]12([C:23]([OH:25])=[O:24])[CH2:22][CH:19]([CH2:20][CH2:21]1)[CH:18]=[CH:17]2 |f:4.5|. Procedure details: To a glass vial containing a stir bar was added under nitrogen atmosphere 13.04 g (0.069 mol.) of N-(bicyclo(2.2.1)hept-5-ene-2-ylmethyl) propanesulfonamide, 21.96 g (0.104 mol.) of trimethylsilyl ester of norbornene carboxylic acid, followed by 85 ml of toluene. The reaction mixture was purged with Argon for 10 minutes. To the reaction solution at room temperature was added via syringe the nickel catalyst solution in a monomer to catalyst ratio of 50/1. The catalyst solution was prepared inside... The reactants are CC(C)CC1CN(Cc2ccccc2)CCC1O, CO, [H][H], [OH-], [OH-], [Pd+2]. Product: CC(C)CC1CNCCC1O. As a reaction SMILES: [CH2:1]([c:2]1[cH:3][cH:4][cH:5][cH:6][cH:7]1)[N:8]1[CH2:9][CH:10]([CH2:15][CH:16]([CH3:17])[CH3:18])[CH:11]([OH:14])[CH2:12][CH2:13]1.[CH3:19][OH:20].[H:21][H:22].[OH-:23].[OH-:25].[Pd+2:24]>>[NH:8]1[CH2:9][CH:10]([CH2:15][CH:16]([CH3:17])[CH3:18])[CH:11]([OH:14])[CH2:12][CH2:13]1. The reactants are [NH4+].[OH-] (NH4OH), COC(C1=CC(=CC(=C1)[N+](=O)[O-])N)=O (3-Amino-5-nitro-benzoic Acid Methyl Ester), OS(=O)(=O)O (H2SO4), OS(=O)(=O)O (H2SO4), N(=O)[O-].[Na+] (NaNO2), diazonium salt. Run in O (H2O), O (H2O), O (H2O). Reaction conditions: time 50 minute. Yields the product OC=1C=C(C(=O)O)C=C(C1)[N+](=O)[O-] (3-Hydroxy-5-nitro-benzoic Acid). Yield: 39.0%. RXN SMILES: C[O:2][C:3](=[O:14])[C:4]1[CH:9]=[C:8]([N+:10]([O-:12])=[O:11])[CH:7]=[C:6](N)[CH:5]=1.[OH:15]S(O)(=O)=O.N([O-])=O.[Na+].[NH4+].[OH-]>O>[OH:15][C:6]1[CH:5]=[C:4]([CH:9]=[C:8]([N+:10]([O-:12])=[O:11])[CH:7]=1)[C:3]([OH:2])=[O:14] |f:2.3,4.5|. Reported procedure: To a solution of 3-amino-5-nitro-benzoic acid methyl ester (Example 313, 1.96 g, 10 mmol) in 23 mL of H2O and 5 mL of con. H2SO4 at 0° C., was added a solution of NaNO2 (Aldrich, 900 mg, 13 mmol) in 9 mL of H2O. After 50 min stirring, the resulting diazonium salt was added to a solution of 17 mL of H2O and 17 mL of con. H2SO4 at 90° C. After stirred at 90 ° C. for 90 min, the mixture was cooled to room temperature and brought to pH 3 with con. NH4OH. The mixture was extracted 3× with EtOAc (100 ... Starting materials: 68a, C12C=3C=C(C=CC3CC(CC1)N2)NC2=NC=C(C(=N2)NC2=C(C(=O)NC)C=CC=C2Cl)Cl (2-[2-(12-Aza-tricyclo[7.2.1.0*2,7*]dodeca-2(7),3,5-trien-4-ylamino)-5-chloro-pyrimidin-4-ylamino]-3-chloro-N-methyl-benzamide), BrCCOC (1-bromo-2-methoxy-ethane). Product: ClC=1C(=C(C(=O)NC)C=CC1)NC1=NC(=NC=C1Cl)NC1=CC=2C3CCC(CC2C=C1)N3CCOC (3-Chloro-2-{5-chloro-2-[12-(2-methoxy-ethyl)-12-aza-tricyclo[7.2.1.0*2,7*]dodeca-2(7),3,5-trien-4-ylamino]-pyrimidin-4-ylamino}-N-methyl-benzamide). Isolated yield 33.5%. RXN SMILES: [CH:1]12[NH:12][CH:9]([CH2:10][CH2:11]1)[CH2:8][C:7]1[CH:6]=[CH:5][C:4]([NH:13][C:14]3[N:19]=[C:18]([NH:20][C:21]4[C:30]([Cl:31])=[CH:29][CH:28]=[CH:27][C:22]=4[C:23]([NH:25][CH3:26])=[O:24])[C:17]([Cl:32])=[CH:16][N:15]=3)=[CH:3][C:2]2=1.Br[CH2:34][CH2:35][O:36][CH3:37]>>[Cl:31][C:30]1[C:21]([NH:20][C:18]2[C:17]([Cl:32])=[CH:16][N:15]=[C:14]([NH:13][C:4]3[CH:5]=[CH:6][C:7]4[CH2:8][CH:9]5[N:12]([CH2:34][CH2:35][O:36][CH3:37])[CH:1]([CH2:11][CH2:10]5)[C:2]=4[CH:3]=3)[N:19]=2)=[C:22]([CH:27]=[CH:28][CH:29]=1)[C:23]([NH:25][CH3:26])=[O:24]. Procedure: Following a procedure analogous to 68a, 2-[2-(12-Aza-tricyclo[7.2.1.0*2,7*]dodeca-2(7),3,5-trien-4-ylamino)-5-chloro-pyrimidin-4-ylamino]-3-chloro-N-methyl-benzamide (60 mg, 0.13 mmol), 1-bromo-2-methoxy-ethane (120 mg, 0.48 mmol) were converted to the title compound as a yellow solid (23 mg, 34%). 1HNMR (400 MHz, DMSO-d6) δ 9.2 (bs, 1H), 9.0 (bs, 1H), 8.3 (m, 1H), 8.1 (s, 1H), 7.7 (d, 1H, J=7.6 Hz), 7.6 (d, 1H, J=7.3 Hz), 7.4 (t, 1H, J=8.1 Hz), 7.1 (s, 1H), 7.0 (m, 1H), 6.7 (m, 1H), 3.6-3.4 (m,... Starting materials: [I-], OCCCCC1OC1c1cccc(Br)n1, C#CC(O)CCCCCCCC. Product: CCCCCCCCC(O)C#Cc1cccc(C2OC2CCCCO)n1. Reaction SMILES: [I-:28].[O:13]1[CH:14]([CH2:15][CH2:16][CH2:17][CH2:18][OH:19])[CH:20]1[c:21]1[n:22][c:23]([Br:27])[cH:24][cH:25][cH:26]1.[OH:1][CH:2]([C:3]#[CH:4])[CH2:5][CH2:6][CH2:7][CH2:8][CH2:9][CH2:10][CH2:11][CH3:12]>>[OH:1][CH:2]([C:3]#[C:4][c:23]1[n:22][c:21]([CH:20]2[O:13][CH:14]2[CH2:15][CH2:16][CH2:17][CH2:18][OH:19])[cH:26][cH:25][cH:24]1)[CH2:5][CH2:6][CH2:7][CH2:8][CH2:9][CH2:10][CH2:11][CH3:12]. The reactants are CC(=CC(=O)Cl)C (3,3-dimethylacryloylchloride), C(C)(C)(C)C1=C(C(=CC=C1)C(C)(C)C)O (2,6-di-tert-butylphenol), C(Cl)Cl (CH2Cl2), C(Cl)Cl (CH2Cl2), O (H2O). Reagents/catalysts: Cl[Ti](Cl)(Cl)Cl (TiCl4). Reaction conditions: time 10 minute. Product: C(C)(C)(C)C=1C=C(C=C(C1O)C(C)(C)C)C(CC(C)(C)Cl)=O (1-(3,5-di-tert-butyl-4-hydroxyphenyl)-3-chloro-3-methyl-butan-1-one). As a reaction SMILES: [CH3:1][C:2]([CH3:7])=[CH:3][C:4](Cl)=[O:5].[C:8]([C:12]1[CH:17]=[CH:16][CH:15]=[C:14]([C:18]([CH3:21])([CH3:20])[CH3:19])[C:13]=1[OH:22])([CH3:11])([CH3:10])[CH3:9].O.C(Cl)[Cl:25]>Cl[Ti](Cl)(Cl)Cl>[C:18]([C:14]1[CH:15]=[C:16]([C:4](=[O:5])[CH2:3][C:2]([Cl:25])([CH3:7])[CH3:1])[CH:17]=[C:12]([C:8]([CH3:11])([CH3:10])[CH3:9])[C:13]=1[OH:22])([CH3:21])([CH3:20])[CH3:19]. Procedure: In a 1 L round bottom flask, equipped with internal thermometer, magnetic stirrer and septum inlet, is placed a solution of 3,3-dimethylacryloylchloride (Aldrich Chemical Co.) (18.4 mL, 0.166 mol) in CH2Cl2) 150 mL). The stirred solution is cooled in a salt-ice bath, while TiCl4 (18.2 mL, 0.20 mol, 1.2 eq) is added dropwise via canula at a rate such that the reaction mixture does not warm above 0° C. The solution is stirred for 10 minutes after addition is complete, and then a solution of 2,6-di...